From a dataset of the Open Reaction Database (ORD), a public repository of structured organic reaction records. describe an organic reaction: reactants, conditions, products, and yield Yield: 50.7%. Conditions: temperature 0 celsius. The reagents and catalysts are [O-2].[O-2].[Mn+4] (Manganese dioxide). Starting materials: CC1=CC(=NC(=C1)C)CO ((4,6-dimethyl-pyridin-2-yl)-methanol). Reported procedure: Manganese dioxide (3.17 g, 36.5 mmol) was added to a solution of (4,6-dimethyl-pyridin-2-yl)-methanol (1.0 g, 7.30 mmol) in chloroform (30 mL) and heated at reflux overnight. The reaction mixture was cooled to 0° C. and filtered over celite, washing with further chloroform. The filtrate was evaporated to give a residue which was purified by column chromatography over silica gel (60-120 mesh) using 10% ethyl acetate in hexane as eluent to afford 4,6-dimethyl-pyridine-2-carbaldehyde (0.5 g, 51%) a... Product: CC1=CC(=NC(=C1)C)C=O (4,6-dimethyl-pyridine-2-carbaldehyde). Run in C(Cl)(Cl)Cl (chloroform). As a reaction SMILES: [CH3:1][C:2]1[CH:7]=[C:6]([CH3:8])[N:5]=[C:4]([CH2:9][OH:10])[CH:3]=1>C(Cl)(Cl)Cl.[O-2].[O-2].[Mn+4]>[CH3:1][C:2]1[CH:7]=[C:6]([CH3:8])[N:5]=[C:4]([CH:9]=[O:10])[CH:3]=1 |f:2.3.4|. Reactants: COc1ccccc1, CCN(C(C)C)C(C)C, ClCCl, CC1CN(c2ccc(F)cc2C(F)(F)F)CCN1, O=S(=O)(Cl)Cl. Product: COc1cccc(S(=O)(=O)N2CCN(c3ccc(F)cc3C(F)(F)F)CC2C)c1. Reaction SMILES: [CH3:33][O:34][c:35]1[cH:36][cH:37][cH:38][cH:39][cH:40]1.[CH:19]([N:20]([CH:21]([CH3:22])[CH3:23])[CH2:24][CH3:25])([CH3:26])[CH3:27].[Cl:41][CH2:42][Cl:43].[F:1][c:2]1[cH:3][c:4]([C:15]([F:16])([F:17])[F:18])[c:5]([N:8]2[CH2:9][CH:10]([CH3:14])[NH:11][CH2:12][CH2:13]2)[cH:6][cH:7]1.[S:28](=[O:29])(=[O:30])([Cl:31])[Cl:32]>>[F:1][c:2]1[cH:3][c:4]([C:15]([F:16])([F:17])[F:18])[c:5]([N:8]2[CH2:9][CH:10]([CH3:14])[N:11]([S:28](=[O:29])(=[O:30])[c:39]3[cH:38][cH:37][cH:36][c:35]([O:34][CH3:33])[cH:40]3)[CH2:12][CH2:13]2)[cH:6][cH:7]1.